This data is from the Open Reaction Database (ORD), a public repository of structured organic reaction records. The task is: describe an organic reaction: reactants, conditions, products, and yield Reactants: N1C(=CC2=CC=CC=C12)C(=O)Cl (indole-2-carboxylic acid chloride), CC1(CC(NC2=CC(=C(C=C12)N)N)=O)C (4,4-dimethyl-6,7-diamino-1,2,3,4-tetrahydroquinolin-2one). The product is CC1(CC(NC=2C=C3C(=CC12)NC(=N3)C=3NC1=CC=CC=C1C3)=O)C (8,8-Dimethyl-2-(2-indolyl)-5,6,7,8-tetrahydro-lH-imidazo[4,5-g]quinolin-6-one). The yield is 45.0%. RXN SMILES: [NH:1]1[C:9]2[C:4](=[CH:5][CH:6]=[CH:7][CH:8]=2)[CH:3]=[C:2]1[C:10](Cl)=O.[CH3:13][C:14]1([CH3:27])[C:23]2[C:18](=[CH:19][C:20]([NH2:25])=[C:21]([NH2:24])[CH:22]=2)[NH:17][C:16](=[O:26])[CH2:15]1>>[CH3:13][C:14]1([CH3:27])[C:23]2[CH:22]=[C:21]3[NH:24][C:10]([C:2]4[NH:1][C:9]5[C:4]([CH:3]=4)=[CH:5][CH:6]=[CH:7][CH:8]=5)=[N:25][C:20]3=[CH:19][C:18]=2[NH:17][C:16](=[O:26])[CH2:15]1. Procedure details: In a manner analogous to that described in Example 2, from indole-2-carboxylic acid chloride and 4,4-dimethyl-6,7-diamino-1,2,3,4-tetrahydroquinolin-2one (see Example 13 a)), after column chromatography, there was obtained a yield of 45% of theory of the title compound; m.p. 264 -267° C. Reactants: [H-].[Na+] (Sodium hydride), CC=1C=C(C(=O)N2[C@H](C[C@H](CC2)O)CC2=CC=CC=C2)C=C(C1)C ((±)-cis-1-(3,5-dimethylbenzoyl)-2-(phenylmethyl)-4-piperidinol), ClC1=NC2=C(N1CC1=CC=C(C=C1)F)C=CC=C2 (2-Chloro-1-[(4-fluorophenyl)-methyl]-1H-benzimidazole). Run in CN(C=O)C (N,N-dimethylformamide). Product: CC=1C=C(C(=O)N2[C@H](C[C@H](CC2)OC2=NC3=C(N2CC2=CC=C(C=C2)F)C=CC=C3)CC3=CC=CC=C3)C=C(C1)C ((±)-cis-1-(3,5-dimethylbenzoyl)-4-[[1-[(4-fluorophenyl)methyl]-1H-benzimidazol-2-yl]oxy]-2-(phenylmethyl)piperidine). Yield: 64.7%. RXN SMILES: [CH3:1][C:2]1[CH:3]=[C:4]([CH:21]=[C:22]([CH3:24])[CH:23]=1)[C:5]([N:7]1[CH2:12][CH2:11][C@H:10]([OH:13])[CH2:9][C@@H:8]1[CH2:14][C:15]1[CH:20]=[CH:19][CH:18]=[CH:17][CH:16]=1)=[O:6].[H-].[Na+].Cl[C:28]1[N:32]([CH2:33][C:34]2[CH:39]=[CH:38][C:37]([F:40])=[CH:36][CH:35]=2)[C:31]2[CH:41]=[CH:42][CH:43]=[CH:44][C:30]=2[N:29]=1>CN(C)C=O>[CH3:24][C:22]1[CH:21]=[C:4]([CH:3]=[C:2]([CH3:1])[CH:23]=1)[C:5]([N:7]1[CH2:12][CH2:11][C@H:10]([O:13][C:28]2[N:32]([CH2:33][C:34]3[CH:35]=[CH:36][C:37]([F:40])=[CH:38][CH:39]=3)[C:31]3[CH:41]=[CH:42][CH:43]=[CH:44][C:30]=3[N:29]=2)[CH2:9][C@@H:8]1[CH2:14][C:15]1[CH:20]=[CH:19][CH:18]=[CH:17][CH:16]=1)=[O:6] |f:1.2|. Procedure: (±)-cis-1-(3,5-dimethylbenzoyl)-2-(phenylmethyl)-4-piperidinol (2.6 g) dissolved in N,N-dimethylformamide (100 ml) was stirred under N2. Sodium hydride (60%) (0.36 g) was added and the mixture was stirred at 40° C. for 1 hour. 2-Chloro-1-[(4-fluorophenyl)-methyl]-1H-benzimidazole (2.6 g) was added and the mixture was stirred at 60° C. for 20 hours. The solvent was evaporated and the residue was taken up in water and CH2Cl2. The organic layer was separated, dried, filtered and the solvent evapora... The reactants are CC(C(=O)O)C=C (2-methylbut-3-enoic acid), C1(=CC=CC=C1)CO (phenylmethanol), C(=NC1CCCCC1)=NC1CCCCC1 (N,N′-methanediylidenedicyclohexanamine). Reagents/catalysts: CN(C)C=1C=CN=CC1 (DMAP). The solvent is C(Cl)Cl (DCM). Yields the product CC(C(=O)OCC1=CC=CC=C1)C=C (Benzyl 2-methylbut-3-enoate). As a reaction SMILES: [CH3:1][CH:2]([CH:6]=[CH2:7])[C:3]([OH:5])=[O:4].[C:8]1([CH2:14]O)[CH:13]=[CH:12][CH:11]=[CH:10][CH:9]=1.C(=NC1CCCCC1)=NC1CCCCC1>C(Cl)Cl.CN(C1C=CN=CC=1)C>[CH3:1][CH:2]([CH:6]=[CH2:7])[C:3]([O:5][CH2:14][C:8]1[CH:13]=[CH:12][CH:11]=[CH:10][CH:9]=1)=[O:4]. Reported procedure: To a solution of 2-methylbut-3-enoic acid (9.5 g, 95 mmol) in DCM (80 mL) was added phenylmethanol (10.26 g, 95 mmol), N,N′-methanediylidenedicyclohexanamine (19.58 g, 95 mmol) and DMAP (1.159 g, 9.49 mmol) (exothermic reaction) and the resulting mixture was stirred at rt over weekend. The reaction mixture was filtered through a pad of CELITE® to remove the solids and the filtrate was collected and concentrated. The filtrate was then concentrated and subjected to silica gel chromatography to yie... The reactants are C(c1c[nH]c2cccc(c12)[N+]([O-])=O)=O, CC1=CN=C(C=C1)N, [C-]#[N+]C1CCCCC1. The reagents and catalysts are O=C(O)C(F)(F)F (trifluoroacetic acid). Run in CC(C)O (isopropyl alcohol), CC(C)O (isopropylalcohol). Conditions: temperature 22 celsius, time 20 hour. Yields the product Cc1ccc2nc(c3c[nH]c4cccc(c34)[N+]([O-])=O)c(NC3CCCCC3)n2c1. Isolated yield 6.3%. Reaction SMILES: CC1=CC=C(N)N=C1.[C-]#[N+]C1CCCCC1.O=CC1=CNC2=CC=CC(=C12)N(=O)=O>>CC1=CN2C(C=C1)=NC(C1=CNC3=CC=CC(=C13)N(=O)=O)=C2NC1CCCCC1. Starting materials: CON(C(=O)C=1N=CN(C1)C=1C=C(C=CC1)C1=C(C(=CC=C1)F)OC)C (1-(3′-Fluoro-2′-methoxy-biphenyl-3-yl)-1H-imidazole-4-carboxylic acid methoxy-methyl-amide), BrC1=CC=C(C=C1)F (1-bromo-4-fluorobenzene). Yields the product FC=1C(=C(C=CC1)C1=CC(=CC=C1)N1C=NC(=C1)C(=O)C1=CC=C(C=C1)F)OC ([1-(3′-Fluoro-2′-methoxy-biphenyl-3-yl)-1H-imidazol-4-yl]-(4-fluoro-phenyl)-methanone). As a reaction SMILES: CON(C)[C:4]([C:6]1[N:7]=[CH:8][N:9]([C:11]2[CH:12]=[C:13]([C:17]3[CH:22]=[CH:21][CH:20]=[C:19]([F:23])[C:18]=3[O:24][CH3:25])[CH:14]=[CH:15][CH:16]=2)[CH:10]=1)=[O:5].Br[C:28]1[CH:33]=[CH:32][C:31]([F:34])=[CH:30][CH:29]=1>>[F:23][C:19]1[C:18]([O:24][CH3:25])=[C:17]([C:13]2[CH:14]=[CH:15][CH:16]=[C:11]([N:9]3[CH:10]=[C:6]([C:4]([C:28]4[CH:33]=[CH:32][C:31]([F:34])=[CH:30][CH:29]=4)=[O:5])[N:7]=[CH:8]3)[CH:12]=2)[CH:22]=[CH:21][CH:20]=1. Reported procedure: This compound is prepared by method C using compound 12h and 1-bromo-4-fluorobenzene The reactants are NC(=S)c1ccncc1, COc1ccccc1, C=CCOC(=O)N1CC=C(c2csc(SCc3ccc(OC)cc3)n2)CC1COC(N)=O, O=C(O)C(F)(F)F. Product: C=CCOC(=O)N1CC=C(c2csc(S)n2)CC1COC(N)=O. As a reaction SMILES: [C:41]([NH2:42])(=[S:43])[c:44]1[cH:45][cH:46][n:47][cH:48][cH:49]1.[CH3:33][O:34][c:35]1[cH:36][cH:37][cH:38][cH:39][cH:40]1.[NH2:1][C:2](=[O:3])[O:4][CH2:5][CH:6]1[N:7]([C:27](=[O:28])[O:29][CH2:30][CH:31]=[CH2:32])[CH2:8][CH:9]=[C:10]([c:12]2[n:13][c:14]([S:17][CH2:18][c:19]3[cH:20][cH:21][c:22]([O:23][CH3:24])[cH:25][cH:26]3)[s:15][cH:16]2)[CH2:11]1.[OH:50][C:51]([C:52]([F:53])([F:54])[F:55])=[O:56]>>[NH2:1][C:2](=[O:3])[O:4][CH2:5][CH:6]1[N:7]([C:27](=[O:28])[O:29][CH2:30][CH:31]=[CH2:32])[CH2:8][CH:9]=[C:10]([c:12]2[n:13][c:14]([SH:17])[s:15][cH:16]2)[CH2:11]1. The reactants are FC(CN1N=C(C=C1CC(=O)O)C1=CC=C(C=C1)OC(F)(F)F)(F)F ([2-(2,2,2-trifluoro-ethyl)-5-(4-trifluoromethoxy-phenyl)-2H-pyrazol-3-yl]-acetic acid), solution. Run in C1CCOC1 (THF), O1CCCC1 (tetrahydrofuran). The product is FC(CN1N=C(C=C1CCO)C1=CC=C(C=C1)OC(F)(F)F)(F)F (2-[2-(2,2,2-trifluoro-ethyl)-5-(4-trifluoromethoxy-phenyl)-2H-pyrazol-3-yl]-ethanol). As a reaction SMILES: [F:1][C:2]([F:25])([F:24])[CH2:3][N:4]1[C:8]([CH2:9][C:10](O)=[O:11])=[CH:7][C:6]([C:13]2[CH:18]=[CH:17][C:16]([O:19][C:20]([F:23])([F:22])[F:21])=[CH:15][CH:14]=2)=[N:5]1>O1CCCC1>[F:24][C:2]([F:1])([F:25])[CH2:3][N:4]1[C:8]([CH2:9][CH2:10][OH:11])=[CH:7][C:6]([C:13]2[CH:14]=[CH:15][C:16]([O:19][C:20]([F:23])([F:21])[F:22])=[CH:17][CH:18]=2)=[N:5]1. Reported procedure: In analogy to the procedure described for example 9 c], [2-(2,2,2-trifluoro-ethyl)-5-(4-trifluoromethoxy-phenyl)-2H-pyrazol-3-yl]-acetic acid was reduced with a 1 M solution of BH3*THF in tetrahydrofuran to give 2-[2-(2,2,2-trifluoro-ethyl)-5-(4-trifluoromethoxy-phenyl)-2H-pyrazol-3-yl]-ethanol as colorless oil. Reactants: C(C1=CC=CC=C1)OCN1C(C(=C(C1=O)Br)Br)=O (N-benzyloxymethyl-2,3-dibromomaleimide), N1C=CC2=CC=CC=C12 (indole), [Mg] (magnesium), BrCC (bromoethane), [Cl-].[NH4+] (ammonium chloride). The solvent is O1CCCC1 (tetrahydrofuran), O1CCCC1 (tetrahydrofuran), O1CCCC1 (tetrahydrofuran). Run at time 15 minute. Yields the product C(C)[Mg]Br (ethylmagnesium bromide), C(C1=CC=CC=C1)OCN1C(C(=C(C1=O)C1=CNC2=CC=CC=C12)Br)=O (1-[(benzyloxy)methyl]-3-bromo-4-(1H-indol-3-yl)-1H-pyrrole-2,5-dione). As a reaction SMILES: [Mg:1].Br[CH2:3][CH3:4].[NH:5]1[C:13]2[C:8](=[CH:9][CH:10]=[CH:11][CH:12]=2)[CH:7]=[CH:6]1.[CH2:14]([O:21][CH2:22][N:23]1[C:27](=[O:28])[C:26]([Br:29])=[C:25]([Br:30])[C:24]1=[O:31])[C:15]1[CH:20]=[CH:19][CH:18]=[CH:17][CH:16]=1.[Cl-].[NH4+]>O1CCCC1>[CH2:3]([Mg:1][Br:29])[CH3:4].[CH2:14]([O:21][CH2:22][N:23]1[C:27](=[O:28])[C:26]([C:7]2[C:8]3[C:13](=[CH:12][CH:11]=[CH:10][CH:9]=3)[NH:5][CH:6]=2)=[C:25]([Br:30])[C:24]1=[O:31])[C:15]1[CH:20]=[CH:19][CH:18]=[CH:17][CH:16]=1 |f:4.5|. Procedure: A solution of ethylmagnesium bromide is prepared, starting from magnesium (6.75 mmol) suspended in bromoethane (6.75 mmol) and dry tetrahydrofuran (5 ml). The solution is stirred at ambient temperature for 15 minutes and is then heated at 40° C. for 20 minutes. A solution of indole (6.75 mmol) in 40 ml of dry tetrahydrofuran is then added dropwise. After stirring for 1 hour at 40° C., the reaction mixture is cooled and then a solution of N-benzyloxymethyl-2,3-dibromomaleimide (3.38 mmol) in 40 m... The reactants are CNC(=O)C=1C=NC(=CC1)OC1=CC2=C(CCNCC2)C=C1 (N-methyl-6-(2,3,4,5-tetrahydro-1H-3-benzazepin-7-yloxy)-3-pyridinecarboxamide), CC1C(CCC1)=O (2-methyl cyclopentanone). The product is CNC(=O)C=1C=NC(=CC1)OC1=CC2=C(CCN(CC2)C2C(CCC2)C)C=C1 (N-Methyl-6-{[3-(2-methylcyclopentyl)-2,3,4,5-tetrahydro-1H-3-benzazepin-7-yl]oxy}-3-pyridinecarboxamide). Reaction SMILES: [CH3:1][NH:2][C:3]([C:5]1[CH:6]=[N:7][C:8]([O:11][C:12]2[CH:22]=[CH:21][C:15]3[CH2:16][CH2:17][NH:18][CH2:19][CH2:20][C:14]=3[CH:13]=2)=[CH:9][CH:10]=1)=[O:4].[CH3:23][CH:24]1[CH2:28][CH2:27][CH2:26][C:25]1=O>>[CH3:1][NH:2][C:3]([C:5]1[CH:6]=[N:7][C:8]([O:11][C:12]2[CH:22]=[CH:21][C:15]3[CH2:16][CH2:17][N:18]([CH:25]4[CH2:26][CH2:27][CH2:28][CH:24]4[CH3:23])[CH2:19][CH2:20][C:14]=3[CH:13]=2)=[CH:9][CH:10]=1)=[O:4]. Procedure: Example 224 (E224) was prepared from N-methyl-6-(2,3,4,5-tetrahydro-1H-3-benzazepin-7-yloxy)-3-pyridinecarboxamide (D40) and 2-methyl cyclopentanone using the method described for Example 223; MS (ES+) m/e 380 [M+H]+.